describe an organic reaction: reactants, conditions, products, and yield From a dataset of the Open Reaction Database (ORD), a public repository of structured organic reaction records. Reactants: FC(C(=O)OC(C(F)(F)F)=O)(F)F (trifluoroacetic anhydride), CC(=O)C (acetone), OC1=C(C(=O)O)C=C(C=C1)O (2,5-dihydroxybenzoic acid). Solvent: FC(C(=O)O)(F)F (trifluoroacetic acid). Conditions: temperature 55 celsius, time 23 hour. Yields the product OC=1C=CC2=C(C(OC(O2)(C)C)=O)C1 (6-Hydroxy-2,2-dimethyl-benzo[1,3]dioxin-4-one). As a reaction SMILES: FC(F)(F)C(OC(=O)C(F)(F)F)=O.[CH3:14][C:15]([CH3:17])=O.[OH:18][C:19]1[CH:27]=[CH:26][C:25]([OH:28])=[CH:24][C:20]=1[C:21]([OH:23])=[O:22]>FC(F)(F)C(O)=O>[OH:28][C:25]1[CH:26]=[CH:27][C:19]2[O:18][C:15]([CH3:17])([CH3:14])[O:22][C:21](=[O:23])[C:20]=2[CH:24]=1. Reported procedure: 10 mL of trifluoroacetic anhydride and 4 mL of acetone were added to a slurry of 2,5-dihydroxybenzoic acid (available from Aldrich) (2 g, 13 mmol) in 16 mL of trifluoroacetic acid. The mixture was stirred at 55° C. for 23 h and then at 85° C. for 2.5 h under a nitrogen atmosphere. The reaction mixture was concentrated under vacuum, dissolved and re-concentrated from toluene twice, and dried under vacuum. The crude solid was dissolved in ethyl acetate and washed twice with saturated sodium bicarb... The product is NC(=O)c1c(O)cccc1OCCBr. The reactants are BrCCBr, O=C([O-])[O-], CC#N, [K+], [K+], NC(=O)c1c(O)cccc1O. RXN SMILES: [Br:18][CH2:19][CH2:20][Br:21].[C:12](=[O:13])([O-:14])[O-:15].[CH3:22][C:23]#[N:24].[K+:16].[K+:17].[OH:1][c:2]1[c:3]([C:4](=[O:5])[NH2:6])[c:7]([OH:11])[cH:8][cH:9][cH:10]1>>[O:1]([c:2]1[c:3]([C:4](=[O:5])[NH2:6])[c:7]([OH:11])[cH:8][cH:9][cH:10]1)[CH2:20][CH2:19][Br:18]. The reactants are F[B-](F)(F)F, Cc1onc(-c2ccccn2)c1COc1ccc(C(=O)O)nc1, CCN(C(C)C)C(C)C, NC1CCOCC1, CN(C)C=O, CN(C)C(On1nnc2ccccc21)=[N+](C)C. Product: Cc1onc(-c2ccccn2)c1COc1ccc(C(=O)NC2CCOCC2)nc1. Reaction SMILES: [B-:24]([F:25])([F:26])([F:27])[F:28].[CH3:1][c:2]1[c:3]([CH2:13][O:14][c:15]2[cH:16][cH:17][c:18]([C:21](=[O:22])[OH:23])[n:19][cH:20]2)[c:4](-[c:7]2[n:8][cH:9][cH:10][cH:11][cH:12]2)[n:5][o:6]1.[CH:46]([N:47]([CH2:48][CH3:49])[CH:50]([CH3:51])[CH3:52])([CH3:53])[CH3:54].[NH2:55][CH:56]1[CH2:57][CH2:58][O:59][CH2:60][CH2:61]1.[O:62]=[CH:63][N:64]([CH3:65])[CH3:66].[n:29]1([O:30][C:31]([N:32]([CH3:33])[CH3:34])=[N+:35]([CH3:36])[CH3:37])[c:38]2[cH:39][cH:40][cH:41][cH:42][c:43]2[n:44][n:45]1>>[CH3:1][c:2]1[c:3]([CH2:13][O:14][c:15]2[cH:16][cH:17][c:18]([C:21](=[O:23])[NH:55][CH:56]3[CH2:57][CH2:58][O:59][CH2:60][CH2:61]3)[n:19][cH:20]2)[c:4](-[c:7]2[n:8][cH:9][cH:10][cH:11][cH:12]2)[n:5][o:6]1. Starting materials: C(C)C1(CCC=2N(C3=CC=CC=C3C2C)C1=O)CC=1N=CN(C1C)C(C1=CC=CC=C1)(C1=CC=CC=C1)C1=CC=CC=C1 (7-ethyl-8,9-dihydro-10-methyl-7-[(5-methyl-1-trityl-1H-imidazol-4-yl)methyl]pyrido[1,2-a]indol-6(7H)-one). Solvent: C(C)(=O)O (acetic acid), O (water). Run at time 30 minute. The product is C(C)C1(CCC=2N(C3=CC=CC=C3C2C)C1=O)CC=1N=CNC1C (7-ethyl-8,9-dihydro-10-methyl-7-[(5-methyl-1H-imidazol-4-yl)methyl]pyrido [1,2-a]indol-6(7H)-one). The yield is 78.0%. RXN SMILES: [CH2:1]([C:3]1([CH2:18][C:19]2[N:20]=[CH:21][N:22](C(C3C=CC=CC=3)(C3C=CC=CC=3)C3C=CC=CC=3)[C:23]=2[CH3:24])[C:16](=[O:17])[N:7]2[C:8]3[C:13]([C:14]([CH3:15])=[C:6]2[CH2:5][CH2:4]1)=[CH:12][CH:11]=[CH:10][CH:9]=3)[CH3:2]>C(O)(=O)C.O>[CH2:1]([C:3]1([CH2:18][C:19]2[N:20]=[CH:21][NH:22][C:23]=2[CH3:24])[C:16](=[O:17])[N:7]2[C:8]3[C:13]([C:14]([CH3:15])=[C:6]2[CH2:5][CH2:4]1)=[CH:12][CH:11]=[CH:10][CH:9]=3)[CH3:2]. Procedure: A solution of 7-ethyl-8,9-dihydro-10-methyl-7-[(5-methyl-1-trityl-1H-imidazol-4-yl)methyl]pyrido[1,2-a]indol-6(7H)-one (0.45 g) in acetic acid (10 ml) and water (2.5 ml) was stirred at 60° C. for 2 hours. After evaporation of the solvent, the residue was diluted with ether (10 ml) and an aqueous solution of sodium hydrogencarbonate (10 ml). The resultant mixture was stirred for 30 minutes at ambient temperature. The insoluble material was collected, washed with water and ether, and dried to give... Starting materials: COC([C@H](CC1=CC=C(C=C1)NC(C1=C(C=CC=C1Cl)Cl)=O)NC(=O)OC(C)(C)C)=O ((S)-2-tert-butoxycarbonylamino-3-[4-(2,6-dichlorobenzoylamino)phenyl]propionic acid methyl ester), Cl (hydrochloric acid). The solvent is O1CCOCC1 (dioxane), O1CCOCC1 (dioxane), C1CCOC1 (THF), CO (methanol). Run at time 5 minute. Product: Cl.COC([C@H](CC1=CC=C(C=C1)NC(C1=C(C=CC=C1Cl)Cl)=O)N)=O ((S)-2-amino-3-[4-(2,6-dichlorobenzoylamino)phenyl]propionic acid methyl ester hydrochloride salt). Isolated yield 232.9%. Reaction SMILES: [CH3:1][O:2][C:3](=[O:31])[C@@H:4]([NH:23]C(OC(C)(C)C)=O)[CH2:5][C:6]1[CH:11]=[CH:10][C:9]([NH:12][C:13](=[O:22])[C:14]2[C:19]([Cl:20])=[CH:18][CH:17]=[CH:16][C:15]=2[Cl:21])=[CH:8][CH:7]=1.Cl>O1CCOCC1.C1COCC1.CO>[ClH:20].[CH3:1][O:2][C:3](=[O:31])[C@@H:4]([NH2:23])[CH2:5][C:6]1[CH:11]=[CH:10][C:9]([NH:12][C:13](=[O:22])[C:14]2[C:15]([Cl:21])=[CH:16][CH:17]=[CH:18][C:19]=2[Cl:20])=[CH:8][CH:7]=1 |f:5.6|. Procedure: The solid (S)-2-tert-butoxycarbonylamino-3-[4-(2,6-dichlorobenzoylamino)phenyl]propionic acid methyl ester (43.45 g, 92.97 mmol) in dioxane (90 mL) was treated with 166 mL of 4.0N hydrochloric acid in dioxane at room temperature. After 5 minutes, the solids went into solution and the mixture was stirred for 2 h. Then, some of the dioxane was removed under vacuum to afford a yellow syrup and 250 mL of ethyl ether was added. A gum was formed which was dissolved in THF (100 mL) and methanol (100 mL... RXN SMILES: [C:45](=[O:46])([O-:47])[O-:48].[C:51]([O-:52])(=[O:53])[CH3:54].[C:56]([O-:57])(=[O:58])[CH3:59].[CH2:20]([P:21]([C:22]12[CH2:23][CH:24]3[CH2:25][CH:26]([CH2:27][CH:28]([CH2:29]3)[CH2:30]1)[CH2:31]2)[C:32]12[CH2:33][CH:34]3[CH2:35][CH:36]([CH2:37][CH:38]([CH2:39]3)[CH2:40]1)[CH2:41]2)[CH2:42][CH2:43][CH3:44].[Cl:13][c:14]1[cH:15][cH:16][cH:17][cH:18][cH:19]1.[Cs+:49].[Cs+:50].[N+:1](=[O:2])([O-:3])[c:4]1[cH:5][c:6]([C:7](=[O:8])[OH:9])[cH:10][cH:11][cH:12]1.[O:60]=[CH:61][N:62]([CH3:63])[CH3:64].[Pd+2:55]>>[N+:1](=[O:2])([O-:3])[c:4]1[c:5](-[c:14]2[cH:15][cH:16][cH:17][cH:18][cH:19]2)[c:6]([C:7](=[O:8])[OH:9])[cH:10][cH:11][cH:12]1. The product is O=C(O)c1cccc([N+](=O)[O-])c1-c1ccccc1. Reactants: O=C([O-])[O-], CC(=O)[O-], CC(=O)[O-], CCCCP(C12CC3CC(CC(C3)C1)C2)C12CC3CC(CC(C3)C1)C2, Clc1ccccc1, [Cs+], [Cs+], O=C(O)c1cccc([N+](=O)[O-])c1, CN(C)C=O, [Pd+2]. Reactants: Cl (hydrochloric acid), C1(=CC=CC=C1)S(=O)(=O)N(C=1C=C2C=C(C=NC2=CC1)C(=O)OC)S(=O)(=O)C1=CC=CC=C1 (methyl 6-[bis(phenylsulfonyl)amino]quinoline-3-carboxylate), solution, [OH-].[Na+] (sodium hydroxide), O (H2O). Run in CO (methanol), CN(C=O)C (N,N-dimethylformamide). Conditions: time 48 hour. Product: C1(=CC=CC=C1)S(=O)(=O)NC=1C=C2C=C(C=NC2=CC1)C(=O)O (6-(phenylsulfonamido)quinoline-3-carboxylic acid). RXN SMILES: [C:1]1([S:7]([N:10](S(C2C=CC=CC=2)(=O)=O)[C:11]2[CH:12]=[C:13]3[C:18](=[CH:19][CH:20]=2)[N:17]=[CH:16][C:15]([C:21]([O:23]C)=[O:22])=[CH:14]3)(=[O:9])=[O:8])[CH:6]=[CH:5][CH:4]=[CH:3][CH:2]=1.[OH-].[Na+].O.Cl>CO.CN(C)C=O>[C:1]1([S:7]([NH:10][C:11]2[CH:12]=[C:13]3[C:18](=[CH:19][CH:20]=2)[N:17]=[CH:16][C:15]([C:21]([OH:23])=[O:22])=[CH:14]3)(=[O:9])=[O:8])[CH:2]=[CH:3][CH:4]=[CH:5][CH:6]=1 |f:1.2|. Reported procedure: To a solution of methyl 6-[bis(phenylsulfonyl)amino]quinoline-3-carboxylate (0.29 g, 0.601 mmol) in methanol (2.4 mL) was added a 1 M solution of sodium hydroxide in H2O (2.4 mL, 2.4 mmol). N,N-dimethylformamide (1 mL) was added to aid solubility and the resulting suspension was stirred at room temperature for 48 h. The reaction was then warmed to 60° C. and stirred for 96 h. A solution of hydrochloric acid (1.0 M in water) was added until pH=7. The mixture was extracted with ethyl acetate three... The reactants are NC=1C(=NC=CC1)S(=O)(=O)N (3-aminopyridine-2- sulfonamide), C(O)(O)=O.NC(=N)N (guanidine carbonate). The solvent is O (water). Product: NC1=NS(C2=C(N1)C=CC=N2)(=O)=O (3-AMINO-4H-PYRIDO[3,2-e][1,2,4]THIADIAZINE 1,1-DIOXIDE). RXN SMILES: [NH2:1][C:2]1[C:3]([S:8]([NH2:11])(=[O:10])=[O:9])=[N:4][CH:5]=[CH:6][CH:7]=1.C(=O)(O)O.[NH2:16][C:17](N)=N>O>[NH2:16][C:17]1[NH:1][C:2]2[CH:7]=[CH:6][CH:5]=[N:4][C:3]=2[S:8](=[O:10])(=[O:9])[N:11]=1 |f:1.2|. Procedure details: An intimate mixture of 1 g of 3-aminopyridine-2- sulfonamide (Preparation 1) and 2.1 g of guanidine carbonate is progressively brought to the molten state (200° C.) and then heated for 24 hours at this temperature. After cooling, the residue is taken up in water. The possible insoluble material is filtered and the filtrate, treated with animal charcoal, is acidified to a pH of 7. The white precipitate is collected on a filter, washed with water and recrystallized from hot water.